From a dataset of the Open Reaction Database (ORD), a public repository of structured organic reaction records. describe an organic reaction: reactants, conditions, products, and yield Reaction conditions: time 2.5 hour. Reaction SMILES: [N+:1]([O-:4])([O-])=[O:2].[K+].[CH3:6][O:7][C:8]1[C:13]2[CH2:14][CH2:15][CH2:16][C:17](=[O:19])[CH2:18][C:12]=2[CH:11]=[CH:10][CH:9]=1>C(#N)C.FC(F)(F)C(OC(=O)C(F)(F)F)=O>[CH3:6][O:7][C:8]1[C:13]2[CH2:14][CH2:15][CH2:16][C:17](=[O:19])[CH2:18][C:12]=2[CH:11]=[CH:10][C:9]=1[N+:1]([O-:4])=[O:2] |f:0.1|. Run in C(C)#N (acetonitrile), FC(C(=O)OC(C(F)(F)F)=O)(F)F (trifluoroacetic anhydride), C(C)#N (acetonitrile). The product is COC1=C(C=CC2=C1CCCC(C2)=O)[N+](=O)[O-] (1-Methoxy-2-nitro-5,7,8,9-tetrahydro-benzocyclohepten-6-one). Reactants: [N+](=O)([O-])[O-].[K+] (potassium nitrate), COC1=CC=CC2=C1CCCC(C2)=O (1-methoxy-5,7,8,9-tetrahydro-benzocyclohepten-6-one). Reported procedure: To potassium nitrate in acetonitrile (50 mL) and trifluoroacetic anhydride (100 mL) at 0° C. was added dropwise 1-methoxy-5,7,8,9-tetrahydro-benzocyclohepten-6-one (25 g, 0.131 mol) in 50 mL acetonitrile. The reaction was stirred for 2.5 hours while warming to RT. The reaction was concentrated without heat on a rotary evaporator. MeOH was added and stirred briefly. Reconcentrated and worked-up by partitioning between dichloromethane and sat. sq. sodium bicarbonate solution. The organic layer was... Isolated yield 34.6%. Starting materials: [OH-].[Na+] (NaOH), COC=1C=C2C(=NC(=NC2=CC1OC)N(C)CC1(CCNCC1)C1=CC=CC=C1)N (6,7-Dimethoxy-N2-(4-phenyl-piperidin-4-ylmethyl)-N2-methyl-quinazoline-2,4-diamine), O1CCOC2=C1C=CC(=C2)C=O (1,4-benzodioxan-6-carboxaldehyde), C(C)(=O)O[BH-](OC(C)=O)OC(C)=O.[Na+] (sodium triacetoxyborohydride). Run in ClCCCl (1,2-dichloroethane), ClCCl (dichloromethane). Run at time 2 day. The product is O1CCOC2=C1C=CC(=C2)CN2CCC(CC2)(C2=CC=CC=C2)CN(C2=NC1=CC(=C(C=C1C(=N2)N)OC)OC)C (N2-[1-(2,3-Dihydro-benzo[1,4]dioxin-6-ylmethyl)-4-phenyl-piperidin-4-ylmethyl]-6,7-dimethoxy-N2-methyl-quinazoline-2,4-diamine). Reaction SMILES: [CH3:1][O:2][C:3]1[CH:4]=[C:5]2[C:10](=[CH:11][C:12]=1[O:13][CH3:14])[N:9]=[C:8]([N:15]([CH2:17][C:18]1([C:24]3[CH:29]=[CH:28][CH:27]=[CH:26][CH:25]=3)[CH2:23][CH2:22][NH:21][CH2:20][CH2:19]1)[CH3:16])[N:7]=[C:6]2[NH2:30].[O:31]1[C:36]2[CH:37]=[CH:38][C:39]([CH:41]=O)=[CH:40][C:35]=2[O:34][CH2:33][CH2:32]1.C(O[BH-](OC(=O)C)OC(=O)C)(=O)C.[Na+].[OH-].[Na+]>ClCCCl.ClCCl>[O:31]1[C:36]2[CH:37]=[CH:38][C:39]([CH2:41][N:21]3[CH2:20][CH2:19][C:18]([CH2:17][N:15]([CH3:16])[C:8]4[N:7]=[C:6]([NH2:30])[C:5]5[C:10](=[CH:11][C:12]([O:13][CH3:14])=[C:3]([O:2][CH3:1])[CH:4]=5)[N:9]=4)([C:24]4[CH:29]=[CH:28][CH:27]=[CH:26][CH:25]=4)[CH2:23][CH2:22]3)=[CH:40][C:35]=2[O:34][CH2:33][CH2:32]1 |f:2.3,4.5|. Procedure details: To a solution of 6,7-dimethoxy-N2-(4-phenyl-piperidin-4-ylmethyl)-N2-methyl-quinazoline-2,4-diamine 11 (250 mg) and 1,4-benzodioxan-6-carboxaldehyde (105 mg) in 1,2-dichloroethane (5 ml) was added sodium triacetoxyborohydride (140 mg) in one portion. The mixture was stirred at room temperature for two days. Aqueous NaOH (1N, 5 ml) was added and stirring was continued for one hour. The product was isolated by extraction with dichloromethane and purified by flash chromatograpy, to yield N2-[1-(2,3...